Dataset: the Open Reaction Database (ORD), a public repository of structured organic reaction records. Task: describe an organic reaction: reactants, conditions, products, and yield Reactants: C1COCCO1, OCC(O)Cn1cc(-c2ccc(Oc3ccccc3)cc2)c2c(Cl)ncnc21, N. Product: Nc1ncnc2c1c(-c1ccc(Oc3ccccc3)cc1)cn2CC(O)CO. As a reaction SMILES: [CH2:30]1[O:31][CH2:32][CH2:33][O:34][CH2:35]1.[Cl:1][c:2]1[c:3]2[c:4]([n:5][cH:6][n:7]1)[n:8]([CH2:24][CH:25]([CH2:26][OH:27])[OH:28])[cH:9][c:10]2-[c:11]1[cH:12][cH:13][c:14]([O:17][c:18]2[cH:19][cH:20][cH:21][cH:22][cH:23]2)[cH:15][cH:16]1.[NH3:29]>>[c:2]1([NH2:29])[c:3]2[c:4]([n:5][cH:6][n:7]1)[n:8]([CH2:24][CH:25]([CH2:26][OH:27])[OH:28])[cH:9][c:10]2-[c:11]1[cH:12][cH:13][c:14]([O:17][c:18]2[cH:19][cH:20][cH:21][cH:22][cH:23]2)[cH:15][cH:16]1. Reactants: C(C)(C)[N-]C(C)C.[Li+] (lithium diisopropylamide), [Cl-].[NH4+] (ammonium chloride), C1=CN(C=N1)C(=O)N2C=CN=C2 (carbodiimidazole), C(C1=CC=CC=C1)OC(=O)N[C@@H](CC(C)C)C(=O)N[C@@H](CCCC)C(=O)O (N-benzyloxycarbonyl-L-leucyl-L-norleucine), C1CCOC1 (THF). Run in CCCCCC (hexane), C(C)(=O)OCC (ethyl acetate). Reaction conditions: temperature -78 celsius, time 30 minute. Product: C(C)OC(=O)CC(=O)C(CCCC)NC([C@@H](NC(=O)OCC1=CC=CC=C1)CC(C)C)=O (N-Benzyloxycarbonyl-L-leucine-[1-(2-ethoxycarbonylacetyl)]pentylamide). As a reaction SMILES: [CH2:1]([O:8][C:9]([NH:11][C@H:12]([C:17]([NH:19][C@H:20]([C:25]([OH:27])=O)[CH2:21][CH2:22][CH2:23][CH3:24])=[O:18])[CH2:13][CH:14]([CH3:16])[CH3:15])=[O:10])[C:2]1[CH:7]=[CH:6][CH:5]=[CH:4][CH:3]=1.C1N=CN(C(N2C=NC=C2)=[O:34])C=1.C([N-]C(C)C)(C)C.[Li+].[Cl-].[NH4+].[CH2:50]1[CH2:54][O:53][CH2:52][CH2:51]1>CCCCCC.C(OCC)(=O)C>[CH2:52]([O:53][C:54]([CH2:50][C:25]([CH:20]([NH:19][C:17](=[O:18])[C@H:12]([CH2:13][CH:14]([CH3:15])[CH3:16])[NH:11][C:9]([O:8][CH2:1][C:2]1[CH:3]=[CH:4][CH:5]=[CH:6][CH:7]=1)=[O:10])[CH2:21][CH2:22][CH2:23][CH3:24])=[O:27])=[O:34])[CH3:51] |f:2.3,4.5|. Reported procedure: In 10 ml of anhydrous THF was dissolved 1.3 g of N-benzyloxycarbonyl-L-leucyl-L-norleucine prepared in the same manner as in Example 1-(b), and 680 mg of carbodiimidazole was added thereto, followed by refluxing for 2 hours. The reaction mixture was cooled to -78° C., and 6.1 ml of a 2M lithium diisopropylamide solution in hexane and 1.05 ml of anhydrous ethyl acetate were added thereto, followed by stirring for 30 minutes. After completion of the reaction, the reaction mixture was poured into a... Reactants: [N-]=[N+]=[N-].[Na+] (Sodium azide), ClC1=C(C=CC=C1)CCl (1-chloro-2-(chloromethyl)benzene), CS(=O)C (DMSO), CCN(C(C)C)C(C)C (Hunig's base). The solvent is O (water). Yields the product N(=[N+]=[N-])CC1=C(C=CC=C1)Cl (1-(azidomethyl)-2-chloro-benzene). As a reaction SMILES: [N-:1]=[N+:2]=[N-:3].[Na+].CS(C)=O.CCN(C(C)C)C(C)C.[Cl:18][C:19]1[CH:24]=[CH:23][CH:22]=[CH:21][C:20]=1[CH2:25]Cl>O>[N:1]([CH2:25][C:20]1[CH:21]=[CH:22][CH:23]=[CH:24][C:19]=1[Cl:18])=[N+:2]=[N-:3] |f:0.1|. Procedure: Sodium azide (3.36 g, 51.1 mmol, Eq: 1.05) was charged in the reactor followed by DMSO (35.2 g, 32.0 ml) and Hunig's base (642 mg, 868 μl, 4.87 mmol, Eq: 0.1). The suspension was stirred for 10 Min. at 25° C. Then 1-chloro-2-(chloromethyl)benzene (8 g, 6.29 ml, 48.7 mmol, Eq: 1.00) was added dropwise over 60 min. (Tr=25° C.) and stirred at 25° C. until reaction completion (<2 h). The resulting white suspension was treated with water (1.6 g, 1.6 ml) and stirred for 45 Min. at R.T. The suspension ... The reactants are N[C@H](C(=O)O)CC1=CC=C(C=C1)OCCC=1N=C(OC1C)C1=CC=CC=C1 ((2S)-2-amino-3-{4-[2-(5-methyl-2-phenyl-1,3oxazol-4-yl)ethoxy]phenyl}propanoic acid), C(=O)(C(F)(F)F)O (TFA), C(C)(C)OC1=CC=C(C=C1)C(CC(C)=O)=O (1(4-isopropoxyphenyl)-1,3-butanedione). The product is C(C)(C)OC1=CC=C(C=C1)C(\C=C(\C)/N[C@H](C(=O)O)CC1=CC=C(C=C1)OCCC=1N=C(OC1C)C1=CC=CC=C1)=O ((2S)-2-{[(Z)-3-(4-isopropoxyphenyl)-1-methyl-3-oxo-1-propenyl]amino}-3-{4-[2-(5-methyl-2-phenyl-1,3-oxazol-4-yl)ethoxy]phenyl}propanoic acid), Example 27. Reaction SMILES: [NH2:1][C@@H:2]([CH2:6][C:7]1[CH:12]=[CH:11][C:10]([O:13][CH2:14][CH2:15][C:16]2[N:17]=[C:18]([C:22]3[CH:27]=[CH:26][CH:25]=[CH:24][CH:23]=3)[O:19][C:20]=2[CH3:21])=[CH:9][CH:8]=1)[C:3]([OH:5])=[O:4].C(O)(C(F)(F)F)=O.[CH:35]([O:38][C:39]1[CH:44]=[CH:43][C:42]([C:45](=[O:50])[CH2:46][C:47](=O)[CH3:48])=[CH:41][CH:40]=1)([CH3:37])[CH3:36]>>[CH:35]([O:38][C:39]1[CH:40]=[CH:41][C:42]([C:45](=[O:50])/[CH:46]=[C:47](\[NH:1][C@@H:2]([CH2:6][C:7]2[CH:12]=[CH:11][C:10]([O:13][CH2:14][CH2:15][C:16]3[N:17]=[C:18]([C:22]4[CH:27]=[CH:26][CH:25]=[CH:24][CH:23]=4)[O:19][C:20]=3[CH3:21])=[CH:9][CH:8]=2)[C:3]([OH:5])=[O:4])/[CH3:48])=[CH:43][CH:44]=1)([CH3:37])[CH3:36]. Reported procedure: The title compound was prepared (as described above for the preparation of Example 2) from 435 mg (0.91 mmol) of Intermediate 45 (as the TFA salt) and 200 mg (0.91 mmol) of Intermediate 29 to yield 125 mg of Example 27 as a beige glassy solid: TLC (DCM/MeOH (4:1): Rf=0.50; 1H NMR (DMSO-d6, 400 MHz) δ11.29 (d, 1H, J=8.8), 7.88 (m, 2H), 7.70 (d, 2H, 8.8), 7.48 (m, 3H), 7.09 (d, 2H, J=8.0), 6.85 (d, 2H, J=8.8), 6.78 (d, 2H, J=8.0), 5.46 (s, 1H), 4.62 (septuplet, 1H, J=6.4), 4.12 (t, 2H, J=6.4), 4.0... The reactants are CCCN(CCC)C1Cc2c(C#N)ccc3c2C(C1)CN3C(=O)c1ccccc1, [Li]CCCC, C1CCOC1, CCCCCC, Cl. The product is CCCN(CCC)C1Cc2c(C#N)ccc3c2C(CN3)C1. Reaction SMILES: [C:1](=[O:2])([c:3]1[cH:4][cH:5][cH:6][cH:7][cH:8]1)[N:9]1[CH2:10][CH:11]2[c:12]3[c:13]([c:14]([C:18]#[N:19])[cH:15][cH:16][c:17]31)[CH2:20][CH:21]([N:23]([CH2:24][CH2:25][CH3:26])[CH2:27][CH2:28][CH3:29])[CH2:22]2.[CH2:30]([Li:31])[CH2:32][CH2:33][CH3:34].[CH2:36]1[O:37][CH2:38][CH2:39][CH2:40]1.[CH3:41][CH2:42][CH2:43][CH2:44][CH2:45][CH3:46].[ClH:35]>>[NH:9]1[CH2:10][CH:11]2[c:12]3[c:13]([c:14]([C:18]#[N:19])[cH:15][cH:16][c:17]31)[CH2:20][CH:21]([N:23]([CH2:24][CH2:25][CH3:26])[CH2:27][CH2:28][CH3:29])[CH2:22]2. Starting materials: COCCCBr, Cc1ccccc1, c1ccc(P(c2ccccc2)c2ccccc2)cc1. Product: [Br-], COCCC[P+](c1ccccc1)(c1ccccc1)c1ccccc1. RXN SMILES: [Br:20][CH2:21][CH2:22][CH2:23][O:24][CH3:25].[CH3:26][c:27]1[cH:28][cH:29][cH:30][cH:31][cH:32]1.[c:1]1([P:7]([c:8]2[cH:9][cH:10][cH:11][cH:12][cH:13]2)[c:14]2[cH:15][cH:16][cH:17][cH:18][cH:19]2)[cH:2][cH:3][cH:4][cH:5][cH:6]1>>[Br-:20].[c:1]1([P+:7]([c:8]2[cH:9][cH:10][cH:11][cH:12][cH:13]2)([c:14]2[cH:15][cH:16][cH:17][cH:18][cH:19]2)[CH2:21][CH2:22][CH2:23][O:24][CH3:25])[cH:2][cH:3][cH:4][cH:5][cH:6]1. Starting materials: C(#N)C1=CC=C(O1)C(=O)O (5-Cyano-furan-2-carboxylic acid), C(C(=O)Cl)(=O)Cl (oxalyl chloride), CCN(C(C)C)C(C)C (DIEA), FC1=C(C=C(C(=C1)[N+](=O)[O-])N1CCC(CC1)C)N1CCN(CC1)C (1-[2-fluoro-5-(4-methyl-piperidin-1-yl)-4-nitro-phenyl]-4-methyl-piperazine). Reagents/catalysts: [Pd] (palladium on carbon). Solvent: CCOC(=O)C (EtOAc). Yields the product 5-g, FC=1C(=CC(=C(C1)NC(=O)C=1OC(=CC1)C#N)N1CCC(CC1)C)N1CCN(CC1)C (5-Cyano-furan-2-carboxylic acid [5-fluoro-4-(4-methyl-piperazin-1-yl)-2-(4-methyl-piperidin-1-yl)-phenyl]-amide). Isolated yield 82.1%. Reaction SMILES: [F:1][C:2]1[CH:7]=[C:6]([N+:8]([O-])=O)[C:5]([N:11]2[CH2:16][CH2:15][CH:14]([CH3:17])[CH2:13][CH2:12]2)=[CH:4][C:3]=1[N:18]1[CH2:23][CH2:22][N:21]([CH3:24])[CH2:20][CH2:19]1.[C:25]([C:27]1[O:31][C:30]([C:32](O)=[O:33])=[CH:29][CH:28]=1)#[N:26].C(Cl)(=O)C(Cl)=O.CCN(C(C)C)C(C)C>[Pd].CCOC(C)=O>[F:1][C:2]1[C:3]([N:18]2[CH2:23][CH2:22][N:21]([CH3:24])[CH2:20][CH2:19]2)=[CH:4][C:5]([N:11]2[CH2:16][CH2:15][CH:14]([CH3:17])[CH2:13][CH2:12]2)=[C:6]([NH:8][C:32]([C:30]2[O:31][C:27]([C:25]#[N:26])=[CH:28][CH:29]=2)=[O:33])[CH:7]=1. Procedure details: The procedure of Example 4, step (c) was followed using 58.5 mg (0.174 mmol) of 1-[2-fluoro-5-(4-methyl-piperidin-1-yl)-4-nitro-phenyl]-4-methyl-piperazine (as prepared in the previous step), 29 mg of 10% palladium on carbon (50% by weight water), 28.6 mg (0.209 mmol) of 5-cyanofuran-2-carboxylic acid (as prepared in Example 1), 27.3 μL (0.314 mmol) of oxalyl chloride, and 72.8 μL (0.418 mmol) of DIEA except the isolated impure product was dissolved in 10 mL of EtOAc, washed with 1M K2CO3 (2×5 m...